This data is from the Open Reaction Database (ORD), a public repository of structured organic reaction records. The task is: describe an organic reaction: reactants, conditions, products, and yield The reactants are FC1=CC(=CC=C1)I (1-fluoro-3-iodobenzene), C1(=CC=CC=C1)S(=O)[O-].[Na+] (sodium phenylsulfinate), CNCCNC (N,N′-dimethylethylenediamine). Run in CS(=O)C (dimethyl sulfoxide). Run at temperature 90 celsius, time 2 hour. Yields the product C1(=CC=CC=C1)S(=O)(=O)C1=CC(=CC=C1)F (1-Benzenesulfonyl-3-fluoro-benzene). Yield: 73.0%. Reaction SMILES: [F:1][C:2]1[CH:7]=[CH:6][CH:5]=[C:4](I)[CH:3]=1.[C:9]1([S:15]([O-:17])=[O:16])[CH:14]=[CH:13][CH:12]=[CH:11][CH:10]=1.[Na+].CNCCNC>CS(C)=O>[C:9]1([S:15]([C:4]2[CH:5]=[CH:6][CH:7]=[C:2]([F:1])[CH:3]=2)(=[O:17])=[O:16])[CH:14]=[CH:13][CH:12]=[CH:11][CH:10]=1 |f:1.2|. Reported procedure: A mixture of 1-fluoro-3-iodobenzene (2.22 g, 10 mmol), sodium phenylsulfinate (2.16 g, 13 mmol), copper (1) trifluoromethylsulfonate-benzene complex (0.15 g, 0.3 mmol), N,N′-dimethylethylenediamine (0.95 g, 1.09 mmol) and dimethyl sulfoxide (20 mL) was heated at 90° C. under nitrogen with stirring for 2 h then at 115° C. for 18 h. Mixture was cooled then partitioned between water (150 mL) and 1:1 Et2O− EtOAc (100 mL) and the organic phase was washed with water (3×100 mL), dried (Na2SO4) and evap... Starting materials: O (H2O), NC1=C(C=C(C=C1)Br)C(=O)C1=CC=CC=C1 ((2-Amino-5-bromo-phenyl)-phenyl-methanone), CC(C)(C)S(=O)N (2-Methyl-propane-2-sulfinic acid amide), Ti(OEt)4. Solvent: C1CCOC1 (THF). The product is NC1=C(C=C(C=C1)Br)C(=NS(=O)C(C)(C)C)C1=CC=CC=C1 (2-Methyl-propane-2-sulfinic acid (2-amino-5-bromo-phenyl)-phenyl-methyleneamide). As a reaction SMILES: [NH2:1][C:2]1[CH:7]=[CH:6][C:5]([Br:8])=[CH:4][C:3]=1[C:9]([C:11]1[CH:16]=[CH:15][CH:14]=[CH:13][CH:12]=1)=O.[CH3:17][C:18]([S:21]([NH2:23])=[O:22])([CH3:20])[CH3:19].O>C1COCC1>[NH2:1][C:2]1[CH:7]=[CH:6][C:5]([Br:8])=[CH:4][C:3]=1[C:9]([C:11]1[CH:16]=[CH:15][CH:14]=[CH:13][CH:12]=1)=[N:23][S:21]([C:18]([CH3:20])([CH3:19])[CH3:17])=[O:22]. Reported procedure: A solution of (2-Amino-5-bromo-phenyl)-phenyl-methanone (67 g, 244 mmol), 2-Methyl-propane-2-sulfinic acid amide (35.38 g, 292 mmol) and Ti(OEt)4 (111.15 g, 487 mmol) in THF (800 mL) is heated to reflux overnight. Then H2O is added and filtered and concentrated. The residue is purified by chromatography on silica gel to give desired product. Starting materials: Cl (HCl), [H-].[Na+] (Sodium hydride), C1(=CC=CC=C1)O (phenol), ClC=1C=C(C(=NC1)N)CCl (5-Chloro-3-(chloromethyl)-2-pyridinamine). The solvent is C1CCOC1 (THF). Reaction conditions: temperature 50 celsius, time 3 hour. Yields the product ClC=1C=C(C(=NC1)N)COC1=CC=CC=C1 (5-Chloro-3-(phenoxymethyl)-2-pyridinamine). RXN SMILES: [H-].[Na+].[C:3]1([OH:9])[CH:8]=[CH:7][CH:6]=[CH:5][CH:4]=1.[Cl:10][C:11]1[CH:12]=[C:13]([CH2:18]Cl)[C:14]([NH2:17])=[N:15][CH:16]=1.Cl>C1COCC1>[Cl:10][C:11]1[CH:12]=[C:13]([CH2:18][O:9][C:3]2[CH:8]=[CH:7][CH:6]=[CH:5][CH:4]=2)[C:14]([NH2:17])=[N:15][CH:16]=1 |f:0.1|. Procedure details: Sodium hydride (80% in oil, 124 mg, 4.1 mmol) was added portionwise to a solution of phenol (290 mg, 3.1 mmol) in anhydrous THF (15 ml). 5-Chloro-3-(chloromethyl)-2-pyridinamine.HCl (R. Herbert, D. G. Wibberley, J. Chem. Soc., 1969, 1504) (300 mg, 1.4 mmol) was then added and the reaction stirred at 50° C. for 3 h. After removal of THF in vacuo, the residue was partioned between diethyl ether and 1N NaOH. The aqueous phase was removed, extracted with diethyl ether and the combined organics washe...